Task: describe an organic reaction: reactants, conditions, products, and yield. Dataset: the Open Reaction Database (ORD), a public repository of structured organic reaction records Reactants: [Cl-].[NH4+] (ammonium chloride), COC1=C(C=CC(=N1)/C=C/C(=O)OCC)[N+](=O)[O-] (ethyl (E)-3-(6-methoxy-5-nitropyridin-2-yl)acrylate). The reagents and catalysts are [Fe] (Iron). The solvent is C(C)O (ethanol), O (water). Reaction conditions: temperature 100 celsius, time 1 hour. Product: NC=1C=CC(=NC1OC)/C=C/C(=O)OCC (ethyl (E)-3-(5-amino-6-methoxypyridin-2-yl)acrylate). Yield: 100.0%. RXN SMILES: [Cl-].[NH4+].[CH3:3][O:4][C:5]1[N:10]=[C:9](/[CH:11]=[CH:12]/[C:13]([O:15][CH2:16][CH3:17])=[O:14])[CH:8]=[CH:7][C:6]=1[N+:18]([O-])=O>C(O)C.O.[Fe]>[NH2:18][C:6]1[CH:7]=[CH:8][C:9](/[CH:11]=[CH:12]/[C:13]([O:15][CH2:16][CH3:17])=[O:14])=[N:10][C:5]=1[O:4][CH3:3] |f:0.1|. Procedure details: Iron (3.72 g) and ammonium chloride (7.13 g) were added to a solution of ethyl (E)-3-(6-methoxy-5-nitropyridin-2-yl)acrylate (2.1 g) in ethanol (100 mL) and water (20 mL). The reaction solution was stirred at 100° C. for one hour and then left to cool to room temperature. The reaction solution was filtered through celite. Ethyl acetate was added and the organic layer was separated. The resulting organic layer was washed with saturated sodium bicarbonate water and brine, dried over anhydrous magn... The reactants are CC1(CCC(CC1)OC1=NC=NC2=C(C=CC=C12)N)C (4-((4,4-dimethylcyclohexyl)oxy)quinazolin-8-amine), CCN(C(C)C)C(C)C (DIPEA), ClC1=C(C(=O)O)C=C(C=C1)CNC(C(C)(C)C)=O (2-chloro-5-(pivalamidomethyl)benzoic acid), C(C(=O)Cl)(=O)Cl (oxalyl chloride). The reagents and catalysts are CN(C)C=O (DMF). Solvent: C(Cl)Cl (CH2Cl2). The product is ClC1=C(C(=O)NC=2C=CC=C3C(=NC=NC23)OC2CCC(CC2)(C)C)C=C(C=C1)CNC(C(C)(C)C)=O (2-Chloro-N-(4-((4,4-dimethylcyclohexyl)oxy)quinazolin-8-yl)-5-(pivalamidomethyl)benzamide). Isolated yield 51.7%. RXN SMILES: [CH3:1][C:2]1([CH3:20])[CH2:7][CH2:6][CH:5]([O:8][C:9]2[C:18]3[C:13](=[C:14]([NH2:19])[CH:15]=[CH:16][CH:17]=3)[N:12]=[CH:11][N:10]=2)[CH2:4][CH2:3]1.[Cl:21][C:22]1[CH:30]=[CH:29][C:28]([CH2:31][NH:32][C:33](=[O:38])[C:34]([CH3:37])([CH3:36])[CH3:35])=[CH:27][C:23]=1[C:24](O)=[O:25].C(Cl)(=O)C(Cl)=O.CCN(C(C)C)C(C)C>CN(C=O)C.C(Cl)Cl>[Cl:21][C:22]1[CH:30]=[CH:29][C:28]([CH2:31][NH:32][C:33](=[O:38])[C:34]([CH3:36])([CH3:35])[CH3:37])=[CH:27][C:23]=1[C:24]([NH:19][C:14]1[CH:15]=[CH:16][CH:17]=[C:18]2[C:13]=1[N:12]=[CH:11][N:10]=[C:9]2[O:8][CH:5]1[CH2:4][CH2:3][C:2]([CH3:20])([CH3:1])[CH2:7][CH2:6]1)=[O:25]. Reported procedure: The title compound was prepared following the procedure described in Example-1 using 4-((4,4-dimethylcyclohexyl)oxy)quinazolin-8-amine (Intermediate-10, 50 mg, 0.185 mmol), 2-chloro-5-(pivalamidomethyl)benzoic acid (Intermediate-5, 99 mg, 0.369 mmol), oxalyl chloride (70 mg, 0.55 mmol), DMF (1 drop) and DIPEA (72 mg, 0.56 mmol) in CH2Cl2 (3 mL) to afford 50 mg of the title product. 1H NMR (300 MHz, DMSO-d6): δ 10.24 (s, 1H), 8.80 (s, 2H), 8.18 (m, 1H), 7.90 (d, J=7.2 Hz, 1H), 7.73-7.71 (m, 1H), ... The reactants are Cc1ccc(S(=O)(=O)N(C)CC(C)C)cc1C#Cc1cc(Cl)ccc1OC(C(=O)[O-])C(C)(C)C, CCOCC, CCCCC. Yields the product Cc1ccc(S(=O)(=O)N(C)CC(C)C)cc1C#Cc1cc(Cl)ccc1OCC(=O)O. As a reaction SMILES: [C:1]([CH3:2])([CH3:3])([CH3:4])[CH:5]([C:6](=[O:7])[O-:8])[O:9][c:10]1[c:11]([C:17]#[C:18][c:19]2[c:20]([CH3:34])[cH:21][cH:22][c:23]([S:25](=[O:26])(=[O:27])[N:28]([CH3:29])[CH2:30][CH:31]([CH3:32])[CH3:33])[cH:24]2)[cH:12][c:13]([Cl:16])[cH:14][cH:15]1.[CH2:35]([O:36][CH2:37][CH3:38])[CH3:39].[CH3:40][CH2:41][CH2:42][CH2:43][CH3:44]>>[CH2:5]([C:6](=[O:7])[OH:8])[O:9][c:10]1[c:11]([C:17]#[C:18][c:19]2[c:20]([CH3:34])[cH:21][cH:22][c:23]([S:25](=[O:26])(=[O:27])[N:28]([CH3:29])[CH2:30][CH:31]([CH3:32])[CH3:33])[cH:24]2)[cH:12][c:13]([Cl:16])[cH:14][cH:15]1. Starting materials: solution, [Li]CCCC (n-BuLi), N#N (N2), C[Si](CCOCN1N=CC=C1)(C)C (1-{[2-(trimethylsilyl)ethoxy]methyl}-1H-pyrazole), CN(C(C1=CC=CC=C1)(C1=CC=CC=C1)C1=CC=CC=C1)CC=O ([Methyl(trityl)amino]acetaldehyde). Solvent: C1CCOC1.CCOCC (THF ether), C1CCOC1.CCOCC (THF ether). Run at temperature -79 celsius, time 1 hour. Product: CN(CC(O)C1=CC=NN1COCC[Si](C)(C)C)C(C1=CC=CC=C1)(C1=CC=CC=C1)C1=CC=CC=C1 (2-[methyl(trityl)amino]-1-(1-{[2-(trimethylsilyl)ethoxy]methyl}-1H-pyrazol-5-yl)ethanol). Yield: 33.8%. As a reaction SMILES: [CH3:1][Si:2]([CH3:13])([CH3:12])[CH2:3][CH2:4][O:5][CH2:6][N:7]1[CH:11]=[CH:10][CH:9]=[N:8]1.[Li]CCCC.N#N.[CH3:21][N:22]([CH2:42][CH:43]=[O:44])[C:23]([C:36]1[CH:41]=[CH:40][CH:39]=[CH:38][CH:37]=1)([C:30]1[CH:35]=[CH:34][CH:33]=[CH:32][CH:31]=1)[C:24]1[CH:29]=[CH:28][CH:27]=[CH:26][CH:25]=1>C1COCC1.CCOCC>[CH3:21][N:22]([C:23]([C:36]1[CH:41]=[CH:40][CH:39]=[CH:38][CH:37]=1)([C:24]1[CH:25]=[CH:26][CH:27]=[CH:28][CH:29]=1)[C:30]1[CH:35]=[CH:34][CH:33]=[CH:32][CH:31]=1)[CH2:42][CH:43]([C:11]1[N:7]([CH2:6][O:5][CH2:4][CH2:3][Si:2]([CH3:13])([CH3:12])[CH3:1])[N:8]=[CH:9][CH:10]=1)[OH:44] |f:4.5|. Procedure: A solution of 1-{[2-(trimethylsilyl)ethoxy]methyl}-1H-pyrazole (Heterocycles (1992), 34(2), 303-14)(0.80 g, 4.03 mmol) in 50 mL of THF/ether (3/2) was cooled to −78° C. and treated with 2.5M solution of n-BuLi (1.8 mL, 4.43 mmol) dropwise under N2 atmosphere. The resulting mixture was stirred for 30 min. [Methyl(trityl)amino]acetaldehyde (1.27 g, 4.04 mmol) in 5 mL of the THF/ether solution was added to reaction mixture and stirred for 1 h at −79° C. and warmed up to room temperature. The reacti... Reactants: CC=1C=C(C=CC1)C1=CC(OC2=CC(=CC=C12)C(=O)OC)=O (methyl 4-(3-methylphenyl)-2-oxo-2H-chromene-7-carboxylate), [OH-].[Li+] (lithium hydroxide). The solvent is C1CCOC1 (THF), Cl (HCl), C1CCOC1 (THF). Reaction conditions: temperature 65 celsius, time 1 hour. The product is CC=1C=C(C=CC1)C1=CC(OC2=CC(=CC=C12)C(=O)O)=O (4-(3-methylphenyl)-2-oxo-2H-chromene-7-carboxylic acid). As a reaction SMILES: [CH3:1][C:2]1[CH:3]=[C:4]([C:8]2[C:17]3[C:12](=[CH:13][C:14]([C:18]([O:20]C)=[O:19])=[CH:15][CH:16]=3)[O:11][C:10](=[O:22])[CH:9]=2)[CH:5]=[CH:6][CH:7]=1.[OH-].[Li+]>C1COCC1.Cl>[CH3:1][C:2]1[CH:3]=[C:4]([C:8]2[C:17]3[C:12](=[CH:13][C:14]([C:18]([OH:20])=[O:19])=[CH:15][CH:16]=3)[O:11][C:10](=[O:22])[CH:9]=2)[CH:5]=[CH:6][CH:7]=1 |f:1.2|. Reported procedure: To a solution of methyl 4-(3-methylphenyl)-2-oxo-2H-chromene-7-carboxylate (610 mg, 2.1 mmol) in THF (21 mL) a solution of lithium hydroxide (10.3 mL, 10.3 mmol) was added. The solution was then heated at 65° C. for 2 hours. After cooling, volatiles were removed under reduced pressure and the residue obtained was diluted with THF (20 mL) and 2N HCl (40 mL). After 1 h stirring, the solid formed was collected by filtration to afford the title compound. 1H NMR (400 MHz, DMSO-d6): 13.5 (bs, 1H), 7.9...